From a dataset of the Open Reaction Database (ORD), a public repository of structured organic reaction records. describe an organic reaction: reactants, conditions, products, and yield Starting materials: C(C)(C)(C)OC(=O)N1N=C(C2=CC=C(C=C12)C(=O)OCC1=CC=CC=C1)Br (3-bromo-indazole-1,6-dicarboxylic acid 6-benzyl ester 1-tert-butyl ester), C(=O)(C(F)(F)F)O (TFA), C(=O)(O)[O-].[Na+] (NaHCO3). Run in C(Cl)Cl (CH2Cl2). Product: C(C1=CC=CC=C1)OC(=O)C1=CC=C2C(=NNC2=C1)Br (3-Bromo-1H-indazole-6-carboxylic acid benzyl ester). Reaction SMILES: C(OC([N:8]1[C:16]2[C:11](=[CH:12][CH:13]=[C:14]([C:17]([O:19][CH2:20][C:21]3[CH:26]=[CH:25][CH:24]=[CH:23][CH:22]=3)=[O:18])[CH:15]=2)[C:10]([Br:27])=[N:9]1)=O)(C)(C)C.C(O)(C(F)(F)F)=O.C([O-])(O)=O.[Na+]>C(Cl)Cl>[CH2:20]([O:19][C:17]([C:14]1[CH:15]=[C:16]2[C:11]([C:10]([Br:27])=[N:9][NH:8]2)=[CH:12][CH:13]=1)=[O:18])[C:21]1[CH:26]=[CH:25][CH:24]=[CH:23][CH:22]=1 |f:2.3|. Procedure details: A solution of 3-bromo-indazole-1,6-dicarboxylic acid 6-benzyl ester 1-tert-butyl ester (2.05 g, 4.75 mmol) and TFA (3.66 mL, 47.5 mmol) in CH2Cl2 (30 mL) was stirred at RT for 16 h. A saturated aqueous solution of NaHCO3 was added, the layers were separated and the aqueous layer was extracted with CH2Cl2 (×3). The combined organic extracts were dried (Na2SO4), filtered and concentrated and the material thus obtained was used without further purification in the next step. MS (UPLC/MS): 331.2/333.... Starting materials: C1COCCO1, CC#N, CO, CCN(C(C)C)C(C)C, CC(C)(C)OC(=O)NC1CCN(C(=O)C2(c3ccc(Cl)cc3)CC2)C1, Cc1c(Cl)cccc1S(=O)(=O)Cl, Cl, O=C(O)C(F)(F)F. Product: Cc1c(Cl)cccc1S(=O)(=O)NC1CCN(C(=O)C2(c3ccc(Cl)cc3)CC2)C1. As a reaction SMILES: [CH2:58]1[O:59][CH2:60][CH2:61][O:62][CH2:63]1.[CH3:27][C:28]#[N:29].[CH3:64][OH:65].[CH:30]([N:31]([CH2:32][CH3:33])[CH:34]([CH3:35])[CH3:36])([CH3:37])[CH3:38].[Cl:1][c:2]1[cH:3][cH:4][c:5]([C:8]2([C:11](=[O:12])[N:13]3[CH2:14][CH:15]([NH:18][C:19](=[O:20])[O:21][C:22]([CH3:23])([CH3:24])[CH3:25])[CH2:16][CH2:17]3)[CH2:9][CH2:10]2)[cH:6][cH:7]1.[Cl:39][c:40]1[c:41]([CH3:50])[c:42]([S:46](=[O:47])(=[O:48])[Cl:49])[cH:43][cH:44][cH:45]1.[ClH:26].[F:51][C:52]([F:53])([F:54])[C:55]([OH:56])=[O:57]>>[Cl:1][c:2]1[cH:3][cH:4][c:5]([C:8]2([C:11](=[O:12])[N:13]3[CH2:14][CH:15]([NH:18][S:46]([c:42]4[c:41]([CH3:50])[c:40]([Cl:39])[cH:45][cH:44][cH:43]4)(=[O:47])=[O:48])[CH2:16][CH2:17]3)[CH2:9][CH2:10]2)[cH:6][cH:7]1. Reactants: NC=1C=2N(C=CN1)C(=NC2I)C2CCC2 (8-amino-3-cyclobutyl-1-iodoimidazo[3,4-a]pyrazine), C([O-])([O-])=O.[Cs+].[Cs+] (cesium carbonate), CC1(OB(OC1(C)C)C=1C=C2C=CNC2=CC1)C (5-(4,4,5,5-tetramethyl-1,3,2-dioxaborolan-2-yl)-1H-indole). Reagents/catalysts: C1(=CC=CC=C1)P(C1=CC=CC=C1)(C1=CC=CC=C1)[Pd-4](P(C1=CC=CC=C1)(C1=CC=CC=C1)C1=CC=CC=C1)(P(C1=CC=CC=C1)(C1=CC=CC=C1)C1=CC=CC=C1)P(C1=CC=CC=C1)(C1=CC=CC=C1)C1=CC=CC=C1 (tetrakistriphenylphosphino palladium (0)). Conditions: temperature 80 celsius. Yields the product C1(CCC1)C1=NC(=C2N1C=CN=C2N)C=2C=C1C=CNC1=CC2 (3-cyclobutyl-1-(1H-indol-5-yl)imidazo[1,5-a]pyrazin-8-amine). As a reaction SMILES: [NH2:1][C:2]1[C:3]2[N:4]([C:8]([CH:12]3[CH2:15][CH2:14][CH2:13]3)=[N:9][C:10]=2I)[CH:5]=[CH:6][N:7]=1.C(=O)([O-])[O-].[Cs+].[Cs+].CC1(C)C(C)(C)OB([C:30]2[CH:31]=[C:32]3[C:36](=[CH:37][CH:38]=2)[NH:35][CH:34]=[CH:33]3)O1>C1(P([Pd-4](P(C2C=CC=CC=2)(C2C=CC=CC=2)C2C=CC=CC=2)(P(C2C=CC=CC=2)(C2C=CC=CC=2)C2C=CC=CC=2)P(C2C=CC=CC=2)(C2C=CC=CC=2)C2C=CC=CC=2)(C2C=CC=CC=2)C2C=CC=CC=2)C=CC=CC=1>[CH:12]1([C:8]2[N:4]3[CH:5]=[CH:6][N:7]=[C:2]([NH2:1])[C:3]3=[C:10]([C:30]3[CH:31]=[C:32]4[C:36](=[CH:37][CH:38]=3)[NH:35][CH:34]=[CH:33]4)[N:9]=2)[CH2:15][CH2:14][CH2:13]1 |f:1.2.3|. Procedure details: A dry mixture of 8-amino-3-cyclobutyl-1-iodoimidazo[3,4-a]pyrazine (30 mg, 0.096 mmol), cesium carbonate (38 mg, 0.117 mmol) and 5-(4,4,5,5-tetramethyl-1,3,2-dioxaborolan-2-yl)-1H-indole (26 mg, 0.107 mmol) was purged with Argon 3 times prior to the addition of tetrakistriphenylphosphino palladium (0) (6 mg, 0.005 mmol). The mixture was purged twice more and then treated with a degassed mixture of DME:water (5:1, 2 mL). The resulting solution was degassed twice more and then heated at 80° C. ove... Reactants: Fc1cc(Br)cc(Br)c1, CC1(C)OC(=O)Nc2ccc(B(O)O)cc21, COCCOC, [Na+], [Na+], O=C([O-])[O-], O, c1ccc(P(c2ccccc2)(c2ccccc2)[Pd](P(c2ccccc2)(c2ccccc2)c2ccccc2)(P(c2ccccc2)(c2ccccc2)c2ccccc2)P(c2ccccc2)(c2ccccc2)c2ccccc2)cc1. Product: CC1(C)OC(=O)Nc2ccc(-c3cc(F)cc(Br)c3)cc21. As a reaction SMILES: [Br:17][c:18]1[cH:19][c:20]([Br:25])[cH:21][c:22]([F:24])[cH:23]1.[CH3:1][C:2]1([CH3:16])[O:3][C:4](=[O:15])[NH:5][c:6]2[c:7]1[cH:8][c:9]([B:12]([OH:13])[OH:14])[cH:10][cH:11]2.[CH3:32][O:33][CH2:34][CH2:35][O:36][CH3:37].[Na+:26].[Na+:27].[O-:28][C:29](=[O:30])[O-:31].[OH2:38].[cH:39]1[cH:40][cH:41][c:42]([P:43]([Pd:44]([P:45]([c:46]2[cH:47][cH:48][cH:49][cH:50][cH:51]2)([c:52]2[cH:53][cH:54][cH:55][cH:56][cH:57]2)[c:58]2[cH:59][cH:60][cH:61][cH:62][cH:63]2)([P:64]([c:65]2[cH:66][cH:67][cH:68][cH:69][cH:70]2)([c:71]2[cH:72][cH:73][cH:74][cH:75][cH:76]2)[c:77]2[cH:78][cH:79][cH:80][cH:81][cH:82]2)[P:83]([c:84]2[cH:85][cH:86][cH:87][cH:88][cH:89]2)([c:90]2[cH:91][cH:92][cH:93][cH:94][cH:95]2)[c:96]2[cH:97][cH:98][cH:99][cH:100][cH:101]2)([c:102]2[cH:103][cH:104][cH:105][cH:106][cH:107]2)[c:108]2[cH:109][cH:110][cH:111][cH:112][cH:113]2)[cH:114][cH:115]1>>[CH3:1][C:2]1([CH3:16])[O:3][C:4](=[O:15])[NH:5][c:6]2[c:7]1[cH:8][c:9](-[c:20]1[cH:19][c:18]([Br:17])[cH:23][c:22]([F:24])[cH:21]1)[cH:10][cH:11]2. Run at time 15 minute. RXN SMILES: [NH2:1][C:2]1[CH:7]=[C:6]([O:8][CH2:9][CH3:10])[CH:5]=[CH:4][C:3]=1[NH:11][C:12](=[O:21])[CH2:13][CH2:14][C:15]1[CH:20]=[CH:19][CH:18]=[CH:17][CH:16]=1.[CH:22](=O)[CH:23]([CH3:25])[CH3:24].[BH3-]C#N.[Na+].NC1C=CC=CC=1>CCOC(C)=O.[Cl-].[Cl-].[Zn+2].[BH3-]C#N.[Na+].[Cl-].[Cl-].[Zn+2].CO.C1COCC1>[CH2:9]([O:8][C:6]1[CH:5]=[CH:4][C:3]([NH:11][C:12](=[O:21])[CH2:13][CH2:14][C:15]2[CH:16]=[CH:17][CH:18]=[CH:19][CH:20]=2)=[C:2]([NH:1][CH2:22][CH:23]([CH3:25])[CH3:24])[CH:7]=1)[CH3:10] |f:2.3,6.7.8,9.10.11.12.13|. The reagents and catalysts are [Cl-].[Cl-].[Zn+2] (ZnCl2), [BH3-]C#N.[Na+].[Cl-].[Cl-].[Zn+2] (NaCNBH3 ZnCl2). Run in CO (MeOH), C1CCOC1 (THF), CO (MeOH), CCOC(=O)C (EtOAc). Procedure details: A 250 mL 3-neck flask fitted with a stir-bar, addition funnel, and an Ar inlet was charged with aniline 76 (3.30 g, 11.6 mmol), THF (35 mL), and MeOH (10 mL). To the resultant solution was added isobutyraldehyde (1.17 g, 1.48 mL, 16.2 mmol), and the mixture stirred 15 min at rt. Meanwhile, in a 100 mL flask fitted with a stir-bar and septum with an Ar inlet, NaCNBH3 (1M in THF, 16.2 mL, 16.2 mmol) was added to MeOH (10 mL). ZnCl2 (1M in Et2O, 8.1 mL, 8.1 mmol) was added next forming a cloudy mix... Reactants: NC1=C(C=CC(=C1)OCC)NC(CCC1=CC=CC=C1)=O (N-(2-Amino-4-ethoxyphenyl)-3-phenylpropanamide), NC1=CC=CC=C1 (aniline), [BH3-]C#N.[Na+] (NaCNBH3), resultant solution, C(C(C)C)=O (isobutyraldehyde), C(C(C)C)=O (isobutyraldehyde). Yields the product C(C)OC1=CC(=C(C=C1)NC(CCC1=CC=CC=C1)=O)NCC(C)C (N-[4-Ethoxy-2-(isobutylamino)phenyl]-3-phenylpropanamide). The yield is 88.6%. Starting materials: NC1=C(C(=O)O)C=CC=C1OCC (2-Amino-3-ethoxy-benzoic acid), BrC1(C(NC2=CC(=CC=C12)Cl)=O)CC1=CC(=CC=C1)Cl (3-Bromo-6-chloro-3-(3-chloro-benzyl)-1,3-dihydro-indol-2-one), CCN(C(C)C)C(C)C (DIPEA). Solvent: C(Cl)Cl (CH2Cl2). Conditions: time 8 hour. Yields the product ClC1=CC=C2C(C(NC2=C1)=O)(CC1=CC(=CC=C1)Cl)NC1=C(C(=O)O)C=CC=C1OCC (rac-2-[6-Chloro-3-(3-chloro-benzyl)-2-oxo-2,3-dihydro-1H-indol-3-ylamino]-3-ethoxy-benzoic acid). The yield is 26.0%. RXN SMILES: [NH2:1][C:2]1[C:10]([O:11][CH2:12][CH3:13])=[CH:9][CH:8]=[CH:7][C:3]=1[C:4]([OH:6])=[O:5].Br[C:15]1([CH2:26][C:27]2[CH:32]=[CH:31][CH:30]=[C:29]([Cl:33])[CH:28]=2)[C:23]2[C:18](=[CH:19][C:20]([Cl:24])=[CH:21][CH:22]=2)[NH:17][C:16]1=[O:25].CCN(C(C)C)C(C)C>C(Cl)Cl>[Cl:24][C:20]1[CH:19]=[C:18]2[C:23]([C:15]([NH:1][C:2]3[C:10]([O:11][CH2:12][CH3:13])=[CH:9][CH:8]=[CH:7][C:3]=3[C:4]([OH:6])=[O:5])([CH2:26][C:27]3[CH:32]=[CH:31][CH:30]=[C:29]([Cl:33])[CH:28]=3)[C:16](=[O:25])[NH:17]2)=[CH:22][CH:21]=1. Reported procedure: At room temperature, 2-Amino-3-ethoxy-benzoic acid (0.59 g, 3.26 mmol), 3-Bromo-6-chloro-3-(3-chloro-benzyl)-1,3-dihydro-indol-2-one (1.21 g, 3.26 mmol) and DIPEA (0.68 ml) were mixed in about 6 ml CH2Cl2. After stirred overnight, the solution was concentrated and the crude product was purified by chromatography to obtain 400 mg solid rac-2-[6-Chloro-3-(3-chloro-benzyl)-2-oxo-2,3-dihydro-1H-indol-3-ylamino]-3-ethoxy-benzoic acid. MS: 471 (M+H)+.